This data is from the Open Reaction Database (ORD), a public repository of structured organic reaction records. The task is: describe an organic reaction: reactants, conditions, products, and yield The reactants are CC(=O)Cl, Cc1ccccc1, ClC(Cl)Cl, Cc1ccc(-n2ncc(C#N)c2N)c(Cl)c1, c1ccncc1. The product is CC(=O)Nc1c(C#N)cnn1-c1ccc(C)cc1Cl. Reaction SMILES: [CH3:1][C:2]([Cl:3])=[O:4].[CH3:27][c:28]1[cH:29][cH:30][cH:31][cH:32][cH:33]1.[CH:34]([Cl:35])([Cl:36])[Cl:37].[NH2:5][c:6]1[c:7]([C:19]#[N:20])[cH:8][n:9][n:10]1-[c:11]1[c:12]([Cl:18])[cH:13][c:14]([CH3:17])[cH:15][cH:16]1.[cH:21]1[cH:22][cH:23][n:24][cH:25][cH:26]1>>[CH3:1][C:2](=[O:4])[NH:5][c:6]1[c:7]([C:19]#[N:20])[cH:8][n:9][n:10]1-[c:11]1[c:12]([Cl:18])[cH:13][c:14]([CH3:17])[cH:15][cH:16]1.